Dataset: the Open Reaction Database (ORD), a public repository of structured organic reaction records. Task: describe an organic reaction: reactants, conditions, products, and yield Reactants: BrCCOC1=C(C=C2C(=NC=NC2=C1)OC1=CC=CC=C1)OC (7-(2-bromoethoxy)-6-methoxy-4-phenoxyquinazoline), COCCN (2-methoxyethylamine). The solvent is O (water). Reaction conditions: time 4 hour. The product is COC=1C=C2C(=NC=NC2=CC1OCCNCCOC)OC1=CC=CC=C1 (6-methoxy-4-phenoxy-7-(2-(2-methoxyethylamino)ethoxy)quinazoline). The yield is 70.0%. Reaction SMILES: Br[CH2:2][CH2:3][O:4][C:5]1[CH:14]=[C:13]2[C:8]([C:9]([O:15][C:16]3[CH:21]=[CH:20][CH:19]=[CH:18][CH:17]=3)=[N:10][CH:11]=[N:12]2)=[CH:7][C:6]=1[O:22][CH3:23].[CH3:24][O:25][CH2:26][CH2:27][NH2:28]>O>[CH3:23][O:22][C:6]1[CH:7]=[C:8]2[C:13](=[CH:14][C:5]=1[O:4][CH2:3][CH2:2][NH:28][CH2:27][CH2:26][O:25][CH3:24])[N:12]=[CH:11][N:10]=[C:9]2[O:15][C:16]1[CH:21]=[CH:20][CH:19]=[CH:18][CH:17]=1. Procedure details: A mixture of 7-(2-bromoethoxy)-6-methoxy-4-phenoxyquinazoline (1.1 g, 2.9 mmol), (prepared as described for the starting material in Example 22), in 2-methoxyethylamine (8 ml) was stirred at ambient temperature for 4 hours. The mixture was diluted with water and extracted with methylene chloride (5×25 ml). The combined extracts were washed with brine and passed through phase separating paper. The solvent was removed by evaporation and the residue purified by column chromatography eluting with me... Run in O (water). Reaction SMILES: [C:1]([C:4]([CH:17]1[CH2:21][CH2:20][NH:19][CH2:18]1)([C:11]1[CH:16]=[CH:15][CH:14]=[CH:13][CH:12]=1)[C:5]1[CH:10]=[CH:9][CH:8]=[CH:7][CH:6]=1)(=[O:3])[NH2:2].[C:22]([C:25]1[CH:33]=[CH:32][C:28]([CH2:29][CH2:30]Br)=[CH:27][CH:26]=1)(=[O:24])[NH2:23].C(=O)([O-])[O-].[K+].[K+].C(#N)C>O>[C:1]([C:4]([CH:17]1[CH2:21][CH2:20][N:19]([CH2:30][CH2:29][C:28]2[CH:32]=[CH:33][C:25]([C:22](=[O:24])[NH2:23])=[CH:26][CH:27]=2)[CH2:18]1)([C:11]1[CH:12]=[CH:13][CH:14]=[CH:15][CH:16]=1)[C:5]1[CH:10]=[CH:9][CH:8]=[CH:7][CH:6]=1)(=[O:3])[NH2:2] |f:2.3.4|. Product: C(N)(=O)C(C1=CC=CC=C1)(C1=CC=CC=C1)C1CN(CC1)CCC1=CC=C(C=C1)C(N)=O (3-(R,S)-(1-carbamoyl-1,1-diphenylmethyl)-1-(4-carbamoylphenethyl)pyrrolidine). Reactants: C(N)(=O)C(C1=CC=CC=C1)(C1=CC=CC=C1)C1CNCC1 (3-(R,S)-(1-carbamoyl-1,1-diphenylmethyl)pyrrolidine), C(N)(=O)C1=CC=C(CCBr)C=C1 (4-carbamoylphenethyl bromide), C([O-])([O-])=O.[K+].[K+] (potassium carbonate), C(C)#N (acetonitrile). Reported procedure: A mixture containing 3-(R,S)-(1-carbamoyl-1,1-diphenylmethyl)pyrrolidine (0.3 g--see Preparation 8), 4-carbamoylphenethyl bromide (0.25 g--see Preparation 13), anhydrous potassium carbonate (0.4 g) and acetonitrile (10 ml) was heated under reflux for 5 hours. On cooling to room temperature, water (40 ml) was added and the resulting mixture extracted with dichloromethane (3×30 ml). The combined dichloromethane extracts were dried (MgSO4) and concentrated in vacuo to give a yellow foam which was p...